Dataset: the Open Reaction Database (ORD), a public repository of structured organic reaction records. Task: describe an organic reaction: reactants, conditions, products, and yield Starting materials: COc1ccccc1, O=S(=O)([O-])C(F)(F)F, O=S(=O)([O-])C(F)(F)F, O=S(=O)([O-])C(F)(F)F, O=C(Cl)c1cccc(F)c1, C[N+](=O)[O-], [Sc+3]. Product: COc1ccc(C(=O)c2cccc(F)c2)cc1. As a reaction SMILES: [CH3:1][O:2][c:3]1[cH:4][cH:5][cH:6][cH:7][cH:8]1.[F:19][C:20]([F:21])([F:22])[S:23]([O-:24])(=[O:25])=[O:26].[F:28][C:29]([F:30])([F:31])[S:32]([O-:33])(=[O:34])=[O:35].[F:36][C:37]([F:38])([F:39])[S:40]([O-:41])(=[O:42])=[O:43].[F:9][c:10]1[cH:11][c:12]([C:13](=[O:14])[Cl:15])[cH:16][cH:17][cH:18]1.[N+:44]([CH3:45])([O-:46])=[O:47].[Sc+3:27]>>[CH3:1][O:2][c:3]1[cH:4][cH:5][c:6]([C:13]([c:12]2[cH:11][c:10]([F:9])[cH:18][cH:17][cH:16]2)=[O:14])[cH:7][cH:8]1.